From a dataset of the Open Reaction Database (ORD), a public repository of structured organic reaction records. describe an organic reaction: reactants, conditions, products, and yield Starting materials: CCc1cn(C2CC(I)C(COC(c3ccccc3)(c3ccccc3)c3ccccc3)O2)c(=O)[nH]c1=O, CC(=O)O, O. Yields the product CCc1cn(C2CC(I)C(CO)O2)c(=O)[nH]c1=O. As a reaction SMILES: [CH2:1]([CH3:2])[c:3]1[c:4](=[O:37])[nH:5][c:6](=[O:36])[n:7]([CH:8]2[CH2:9][CH:10]([I:34])[CH:11]([CH2:12][O:13][C:14]([c:15]3[cH:16][cH:17][cH:18][cH:19][cH:20]3)([c:21]3[cH:22][cH:23][cH:24][cH:25][cH:26]3)[c:27]3[cH:28][cH:29][cH:30][cH:31][cH:32]3)[O:33]2)[cH:35]1.[CH3:38][C:39](=[O:40])[OH:41].[OH2:42]>>[CH2:1]([CH3:2])[c:3]1[c:4](=[O:37])[nH:5][c:6](=[O:36])[n:7]([CH:8]2[CH2:9][CH:10]([I:34])[CH:11]([CH2:12][OH:13])[O:33]2)[cH:35]1.